Dataset: the Open Reaction Database (ORD), a public repository of structured organic reaction records. Task: describe an organic reaction: reactants, conditions, products, and yield Starting materials: C(C)(=O)OCC (Ethyl acetate), C([O-])([O-])=O.[Cs+].[Cs+] (Cesium carbonate), FC1=CC=C(C(C(=O)O)O)C=C1 (4-fluoromandelic acid), CI (methyl iodide). Solvent: O (water), CN(C)C=O (DMF). Run at time 11 hour. Product: FC1=CC=C(C=C1)COCC(=O)OC (methyl (4-fluorophenyl)methoxyacetate). Reaction SMILES: C(=O)([O-])[O-].[Cs+].[Cs+].[F:7][C:8]1[CH:18]=[CH:17][C:11]([CH:12]([OH:16])C(O)=O)=[CH:10][CH:9]=1.CI.[C:21]([O:24][CH2:25]C)(=[O:23])[CH3:22]>CN(C=O)C.O>[F:7][C:8]1[CH:9]=[CH:10][C:11]([CH2:12][O:16][CH2:22][C:21]([O:24][CH3:25])=[O:23])=[CH:17][CH:18]=1 |f:0.1.2|. Procedure details: Cesium carbonate (6.5 g) was added to a solution of 4-fluoromandelic acid (CAS #395-33-5, 1.7 g) and methyl iodide (1.9 mL) in DMF (15 ml), and the reaction solution was stirred at room temperature for 11 hours. Ethyl acetate and water were added to the reaction solution, and the organic layer was separated. The organic layer was washed with water and brine, dried over anhydrous magnesium sulfate and then concentrated under reduced pressure. The residue was purified by silica gel column chromato... Starting materials: CCO, O=C1c2ccccc2C(=O)N1CCCCC=C(c1ccccc1)c1ccccc1. The product is NCCCCC=C(c1ccccc1)c1ccccc1. As a reaction SMILES: [CH3:30][CH2:31][OH:32].[c:1]1([C:7](=[CH:8][CH2:9][CH2:10][CH2:11][CH2:12][N:13]2[C:14](=[O:15])[c:16]3[c:17]([cH:18][cH:19][cH:20][cH:21]3)[C:22]2=[O:23])[c:24]2[cH:25][cH:26][cH:27][cH:28][cH:29]2)[cH:2][cH:3][cH:4][cH:5][cH:6]1>>[c:1]1([C:7](=[CH:8][CH2:9][CH2:10][CH2:11][CH2:12][NH2:13])[c:24]2[cH:25][cH:26][cH:27][cH:28][cH:29]2)[cH:2][cH:3][cH:4][cH:5][cH:6]1. The product is C(C1=CC(OC)=C(O)C=C1)=C1C(NC(N1)=O)=O (5-vanillylidenehydantoin). As a reaction SMILES: O=[CH:2][C:3]1[CH:11]=[CH:10][C:8]([OH:9])=[C:5]([O:6][CH3:7])[CH:4]=1.[NH:12]1[CH2:18][C:16](=[O:17])[NH:15][C:13]1=[O:14].N(CCO)CCO>>[CH:2](=[C:18]1[NH:12][C:13](=[O:14])[NH:15][C:16]1=[O:17])[C:3]1[CH:11]=[CH:10][C:8]([OH:9])=[C:5]([O:6][CH3:7])[CH:4]=1. The reactants are O=CC1=CC(OC)=C(O)C=C1 (vanillin), N1C(=O)NC(=O)C1 (hydantoin), N(CCO)CCO (diethanolamine). Reported procedure: condensing vanillin and hydantoin by heating together in admixture with diethanolamine to produce 5-vanillylidenehydantoin, and Reactants: C(C1=CC=CC=C1)(=O)OC[C@H]1O[C@H]([C@@H](C1)N)N1C(SC2=C1N=C(NC2=O)N)=O ([(2S,4R,5R)-4-amino-5-(5-amino-2,7-dioxo-6H-thiazolo[4,5-d]pyrimidin-3-yl)tetrahydrofuran-2-yl]methyl benzoate), C(C1=CC=CC=C1)(=O)OC[C@H]1O[C@H]([C@@H](C1)N)N1C(SC2=C1N=C(NC2=O)N)=O ([(2S,4R,5R)-4-amino-5-(5-amino-2,7-dioxo-6H-thiazolo[4,5-d]pyrimidin-3-yl)tetrahydrofuran-2-yl]methyl benzoate), TEA, CS(=O)(=O)Cl (methanesulfonyl chloride). The solvent is C(Cl)Cl (DCM), C1CCOC1 (THF), C(Cl)Cl (DCM). Run at time 2 hour. Product: C(C1=CC=CC=C1)(=O)OC[C@H]1O[C@H]([C@@H](C1)NS(=O)(=O)C)N1C(SC2=C1N=C(NC2=O)N)=O ([(2S,4R,5R)-5-(5-amino-2,7-dioxo-6H-thiazolo[4,5-d]pyrimidin-3-yl)-4-(methanesulfonamido)tetrahydrofuran-2-yl]methyl benzoate). Isolated yield 83.8%. RXN SMILES: [C:1]([O:9][CH2:10][C@@H:11]1[CH2:15][C@@H:14]([NH2:16])[C@H:13]([N:17]2[C:21]3[N:22]=[C:23]([NH2:27])[NH:24][C:25](=[O:26])[C:20]=3[S:19][C:18]2=[O:28])[O:12]1)(=[O:8])[C:2]1[CH:7]=[CH:6][CH:5]=[CH:4][CH:3]=1.[CH3:29][S:30](Cl)(=[O:32])=[O:31]>C(Cl)Cl.C1COCC1>[C:1]([O:9][CH2:10][C@@H:11]1[CH2:15][C@@H:14]([NH:16][S:30]([CH3:29])(=[O:32])=[O:31])[C@H:13]([N:17]2[C:21]3[N:22]=[C:23]([NH2:27])[NH:24][C:25](=[O:26])[C:20]=3[S:19][C:18]2=[O:28])[O:12]1)(=[O:8])[C:2]1[CH:7]=[CH:6][CH:5]=[CH:4][CH:3]=1. Procedure details: To a solution of compound [(2S,4R,5R)-4-amino-5-(5-amino-2,7-dioxo-6H-thiazolo[4,5-d]pyrimidin-3-yl)tetrahydrofuran-2-yl]methyl benzoate (compound 33c, crude, 80 mg, 0.198 mmoL) in DCM (10 mL) and THF (2 mL) were added TEA (44 mg, 0.436 mmoL) and methanesulfonyl chloride (27 mg, 0.237 mmol) at 0° C. After being stirred at room temperature for 2 hours, the reaction mixture was diluted by DCM, washed with water, brine, dried over Na2SO4 and concentrated in vacuo to afford 80 mg crude product of [(... Starting materials: C(C1=CC=CC=C1)N1CCC2=CC(=CC=C12)O (1-benzylindolin-5-ol), Example 2 ( 2 ), C(C)N=C=O (ethylisocyanate). Yields the product C(C)NC(OC=1C=C2CCN(C2=CC1)CC1=CC=CC=C1)=O (1-benzylindolin-5-yl ethylcarbamate). Reaction SMILES: [CH2:1]([N:8]1[C:16]2[C:11](=[CH:12][C:13]([OH:17])=[CH:14][CH:15]=2)[CH2:10][CH2:9]1)[C:2]1[CH:7]=[CH:6][CH:5]=[CH:4][CH:3]=1.[CH2:18]([N:20]=[C:21]=[O:22])[CH3:19]>>[CH2:18]([NH:20][C:21](=[O:22])[O:17][C:13]1[CH:12]=[C:11]2[C:16](=[CH:15][CH:14]=1)[N:8]([CH2:1][C:2]1[CH:3]=[CH:4][CH:5]=[CH:6][CH:7]=1)[CH2:9][CH2:10]2)[CH3:19]. Procedure details: The title compound was synthesized from 1-benzylindolin-5-ol (15.0 mg, 66.6 μmol) using the same procedure employed for Example 2 (2), but with ethylisocyanate instead of 4-isopropylphenylisocyanate. The product was obtained having the following characteristics (12.4 mg, 63%).